Dataset: the Open Reaction Database (ORD), a public repository of structured organic reaction records. Task: describe an organic reaction: reactants, conditions, products, and yield Reaction SMILES: [CH3:16][O:17][C:18]([NH2:19])=[NH:20].[CH3:21][OH:22].[NH2:1][CH2:2][CH2:3][CH2:4][CH2:5][CH2:6][CH2:7][C:8](=[O:9])[OH:10].[OH2:23].[S:11]([OH:12])([OH:13])(=[O:14])=[O:15]>>[NH:1]([CH2:2][CH2:3][CH2:4][CH2:5][CH2:6][CH2:7][C:8](=[O:9])[OH:10])[C:18](=[NH:19])[NH2:20]. Reactants: COC(=N)N, CO, NCCCCCCC(=O)O, O, O=S(=O)(O)O. Product: N=C(N)NCCCCCCC(=O)O. Starting materials: CC(=O)N1CCC(O)C1c1cc2[nH]c(-c3ccccn3)nc2cc1Oc1ccc(S(C)(=O)=O)cc1, COCCN(CCOC)S(F)(F)F, ClC(Cl)Cl. Product: CC(=O)N1CCC=C1c1cc2[nH]c(-c3ccccn3)nc2cc1Oc1ccc(S(C)(=O)=O)cc1. As a reaction SMILES: [C:14]([CH3:15])(=[O:16])[N:17]1[CH:18]([c:23]2[c:24]([O:38][c:39]3[cH:40][cH:41][c:42]([S:45](=[O:46])(=[O:47])[CH3:48])[cH:43][cH:44]3)[cH:25][c:26]3[c:27]([nH:28][c:29](-[c:31]4[n:32][cH:33][cH:34][cH:35][cH:36]4)[n:30]3)[cH:37]2)[CH:19]([OH:22])[CH2:20][CH2:21]1.[CH3:1][O:2][CH2:3][CH2:4][N:5]([S:6]([F:7])([F:8])[F:9])[CH2:10][CH2:11][O:12][CH3:13].[CH:49]([Cl:50])([Cl:51])[Cl:52]>>[C:14]([CH3:15])(=[O:16])[N:17]1[C:18]([c:23]2[c:24]([O:38][c:39]3[cH:40][cH:41][c:42]([S:45](=[O:46])(=[O:47])[CH3:48])[cH:43][cH:44]3)[cH:25][c:26]3[c:27]([nH:28][c:29](-[c:31]4[n:32][cH:33][cH:34][cH:35][cH:36]4)[n:30]3)[cH:37]2)=[CH:19][CH2:20][CH2:21]1. The reactants are C(C)(C)(C)OC(NC\C=C\C1=CN2C(C3=CC(=CC=C13)Cl)=NNC2=O)=O (tert-butyl[(2E)-3-(9-chloro-3-oxo-2,3-dihydro[1,2,4]triazolo[3,4-a]isoquinolin-6-yl)prop-2-en-1-yl]carbamate). Run in CC#N (CH3CN), C(=O)(C(F)(F)F)O (TFA). Product: NC/C=C/C1=CN2C(C3=CC(=CC=C13)Cl)=NNC2=O (6-[(1E)-3-aminoprop-1-en-1-yl]-9-chloro[1,2,4]triazolo[3,4-a]isoquinolin-3(2H)-one). Reaction SMILES: C(OC(=O)[NH:7][CH2:8]/[CH:9]=[CH:10]/[C:11]1[C:20]2[C:15](=[CH:16][C:17]([Cl:21])=[CH:18][CH:19]=2)[C:14]2=[N:22][NH:23][C:24](=[O:25])[N:13]2[CH:12]=1)(C)(C)C>CC#N.C(O)(C(F)(F)F)=O>[NH2:7][CH2:8]/[CH:9]=[CH:10]/[C:11]1[C:20]2[C:15](=[CH:16][C:17]([Cl:21])=[CH:18][CH:19]=2)[C:14]2=[N:22][NH:23][C:24](=[O:25])[N:13]2[CH:12]=1. Procedure details: tert-butyl[(2E)-3-(9-chloro-3-oxo-2,3-dihydro[1,2,4]triazolo[3,4-a]isoquinolin-6-yl)prop-2-en-1-yl]carbamate (3-10) was dissolved in CH3CN (10 mL) with 0.1% TFA present. The resulted solution was irradiated in microwave at 150° C. for 5 minutes. LCMS showed only product. The crude mixture was purified with reverse phase HPLC (H2O/CH3CN gradient w/0.1% TFA) to afford the desired product 3-11. 1H NMR (500 MHz, CD3OD) δ 8.29 (d, 1H, J=2.9 Hz), 7.90 (d, 1H, J=8.5 Hz), 7.78-7.64 (m, 2H), 7.14 (d, 1H,... Starting materials: NN1C(C2=C(CCC1)C=CC=C2)=O (2-amino-4,5-dihydro-2-benzazepine-1(2H,3H)-one), C(C)OC(C1=CC=C(C=C1)C1=CC=CC=C1)=N (4-phenyl-benzimidic acid ethyl ester). Solvent: C(C)OCC (diethyl ether). Yields the product C1(=CC=C(C=C1)C1=NN2C(C3=C(CCC2)C=CC=C3)=N1)C1=CC=CC=C1 (2-[(1,1'-Biphenyl)-4-yl]-6,7-dihydro-5H-1,2,4-triazolo[5,1-a][2]benzazepine). Isolated yield 63.0%. RXN SMILES: [NH2:1][N:2]1[CH2:8][CH2:7][CH2:6][C:5]2[CH:9]=[CH:10][CH:11]=[CH:12][C:4]=2[C:3]1=O.C(O[C:17](=[NH:30])[C:18]1[CH:23]=[CH:22][C:21]([C:24]2[CH:29]=[CH:28][CH:27]=[CH:26][CH:25]=2)=[CH:20][CH:19]=1)C>C(OCC)C>[C:21]1([C:24]2[CH:25]=[CH:26][CH:27]=[CH:28][CH:29]=2)[CH:20]=[CH:19][C:18]([C:17]2[N:30]=[C:3]3[C:4]4[CH:12]=[CH:11][CH:10]=[CH:9][C:5]=4[CH2:6][CH2:7][CH2:8][N:2]3[N:1]=2)=[CH:23][CH:22]=1. Procedure details: This compound was prepared according to the procedure of Example 3 starting from 2-amino-4,5-dihydro-2-benzazepine-1(2H,3H)-one and 4-phenyl-benzimidic acid ethyl ester. Yield 63%. M.p. 135°-37° C. (from diethyl ether). Reactants: ClC1=CC=C(C=C1)C(OCCBr)C1=CC=C(C=C1)Cl (2-[bis(4-chlorophenyl)methoxy]ethyl bromide), C([O-])([O-])=O.[K+].[K+] (potassium carbonate), SCCO (2-mercaptoethanol). Solvent: C1(=CC=CC=C1)C (toluene), CN(C=O)C (N,N-dimethylformamide). Reaction conditions: time 18 hour. Product: ClC1=CC=C(C=C1)C(OCCSCCO)C1=CC=C(C=C1)Cl (2-[2-[Bis(4-chlorophenyl)methoxy]ethylthio]ethanol). Isolated yield 97.2%. RXN SMILES: [Cl:1][C:2]1[CH:7]=[CH:6][C:5]([CH:8]([C:13]2[CH:18]=[CH:17][C:16]([Cl:19])=[CH:15][CH:14]=2)[O:9][CH2:10][CH2:11]Br)=[CH:4][CH:3]=1.C(=O)([O-])[O-].[K+].[K+].[SH:26][CH2:27][CH2:28][OH:29]>CN(C)C=O.C1(C)C=CC=CC=1>[Cl:1][C:2]1[CH:7]=[CH:6][C:5]([CH:8]([C:13]2[CH:18]=[CH:17][C:16]([Cl:19])=[CH:15][CH:14]=2)[O:9][CH2:10][CH2:11][S:26][CH2:27][CH2:28][OH:29])=[CH:4][CH:3]=1 |f:1.2.3|. Reported procedure: A solution of 2-[bis(4-chlorophenyl)methoxy]ethyl bromide (5.13 g, 14.2 mmol) in N,N-dimethylformamide (50 ml) was treated at 22° C. with powdered anhydrous potassium carbonate (3.0 g, 21.7 mmol) followed by 2-mercaptoethanol (1.25 g, 16.0 mmol). The resulting mixture was stirred at 22° for 18 h. The reaction mixture was then diluted with toluene (400 ml) washed with water, brine and dried over magnesium sulfate. Evaporation of the solvent gave an oil which was chromatographed on silica gel (elu... Starting materials: O=C([O-])[O-], CCO, CC1(C)CCC(=O)c2cc(C#C[Si](C)(C)C)ccc21, [K+], [K+]. Yields the product C#Cc1ccc2c(c1)C(=O)CCC2(C)C. As a reaction SMILES: [C:20](=[O:21])([O-:22])[O-:23].[CH2:26]([OH:27])[CH3:28].[CH3:1][C:2]1([CH3:19])[CH2:3][CH2:4][C:5](=[O:18])[c:6]2[cH:7][c:8]([C:12]#[C:13][Si:14]([CH3:15])([CH3:16])[CH3:17])[cH:9][cH:10][c:11]21.[K+:24].[K+:25]>>[CH3:1][C:2]1([CH3:19])[CH2:3][CH2:4][C:5](=[O:18])[c:6]2[cH:7][c:8]([C:12]#[CH:13])[cH:9][cH:10][c:11]21.